Task: describe an organic reaction: reactants, conditions, products, and yield. Dataset: the Open Reaction Database (ORD), a public repository of structured organic reaction records Starting materials: CC(C)=O, COc1ccc(C(=O)C2=C(O)C(=O)N(c3ccc(CO)cc3)C2c2ccccc2)cc1. The product is COc1ccc(C(=O)C2=C(O)C(=O)N(c3ccc(C=O)cc3)C2c2ccccc2)cc1. As a reaction SMILES: [CH3:32][C:33](=[O:34])[CH3:35].[OH:1][C:2]1=[C:6]([C:7]([c:8]2[cH:9][cH:10][c:11]([O:14][CH3:15])[cH:12][cH:13]2)=[O:16])[CH:5]([c:17]2[cH:18][cH:19][cH:20][cH:21][cH:22]2)[N:4]([c:23]2[cH:24][cH:25][c:26]([CH2:29][OH:30])[cH:27][cH:28]2)[C:3]1=[O:31]>>[OH:1][C:2]1=[C:6]([C:7]([c:8]2[cH:9][cH:10][c:11]([O:14][CH3:15])[cH:12][cH:13]2)=[O:16])[CH:5]([c:17]2[cH:18][cH:19][cH:20][cH:21][cH:22]2)[N:4]([c:23]2[cH:24][cH:25][c:26]([CH:29]=[O:30])[cH:27][cH:28]2)[C:3]1=[O:31]. Starting materials: C(C=C)NC1=C(C=CC=C1)CC(=O)O (2-(allylamino)phenylacetic acid), CN(P(=O)(N(C)C)N(C)C)C (hexamethylphosphoramide), [OH-].[Na+] (sodium hydroxide), ICC(CO)O (3-iodo-1,2-propanediol). Run in O (water), CCOCC (ether). The product is C(C=C)NC1=C(C=CC=C1)CC(=O)OCC(CO)O (2,3-dihydroxypropyl 2-(allylamino)phenylacetate). RXN SMILES: [CH2:1]([NH:4][C:5]1[CH:10]=[CH:9][CH:8]=[CH:7][C:6]=1[CH2:11][C:12]([OH:14])=[O:13])[CH:2]=[CH2:3].[OH-].[Na+].I[CH2:18][CH:19]([OH:22])[CH2:20][OH:21].CN(C)P(N(C)C)(N(C)C)=O>O.CCOCC>[CH2:1]([NH:4][C:5]1[CH:10]=[CH:9][CH:8]=[CH:7][C:6]=1[CH2:11][C:12]([O:14][CH2:18][CH:19]([OH:22])[CH2:20][OH:21])=[O:13])[CH:2]=[CH2:3] |f:1.2|. Reported procedure: A solution of 7.34 g. of 2-(allylamino)phenylacetic acid, 4.80 g. of 25% aqueous sodium hydroxide, and 12.6 g. of 3-iodo-1,2-propanediol in 50 ml. of hexamethylphosphoramide is stirred for 24 hours at ambient temperature, diluted with 100 ml. of ether and stirred for 5 days at ambient temperature. The mixture is treated with water and extracted with ether. The dried extracts are evaporated to yield 2,3-dihydroxypropyl 2-(allylamino)phenylacetate. The reactants are CC(C)(C)OC(=O)CN1C(=O)C(NC(=O)OC(C)(C)C)CC(O)c2ccccc21, CC(=O)OC(C)=O. Product: CC(=O)OC1CC(NC(=O)OC(C)(C)C)C(=O)N(CC(=O)OC(C)(C)C)c2ccccc21. As a reaction SMILES: [C:1]([CH3:2])([CH3:3])([CH3:4])[O:5][C:6](=[O:7])[NH:8][CH:9]1[C:10](=[O:29])[N:11]([CH2:21][C:22](=[O:23])[O:24][C:25]([CH3:26])([CH3:27])[CH3:28])[c:12]2[c:13]([cH:17][cH:18][cH:19][cH:20]2)[CH:14]([OH:16])[CH2:15]1.[CH3:30][C:31](=[O:32])[O:33][C:34](=[O:35])[CH3:36]>>[C:1]([CH3:2])([CH3:3])([CH3:4])[O:5][C:6](=[O:7])[NH:8][CH:9]1[C:10](=[O:29])[N:11]([CH2:21][C:22](=[O:23])[O:24][C:25]([CH3:26])([CH3:27])[CH3:28])[c:12]2[c:13]([cH:17][cH:18][cH:19][cH:20]2)[CH:14]([O:16][C:31]([CH3:30])=[O:32])[CH2:15]1. Starting materials: C(#N)C1=C(C=CC=C1)C1=CC(=C(C=C1)CC(C(=O)OCC)C(CCC)=O)F (ethyl 2-[(2′-cyano-3-fluorobiphenyl-4-yl)methyl]-3-oxohexanoate), O1CCOC12CCC(CC2)NC2=NN=C(N2)C (N-(1,4-dioxaspiro[4.5]dec-8-yl)-5-methyl-4H-1,2,4-triazol-3-amine). Reaction conditions: temperature 250 celsius, time 20 minute. Yields the product O1CCOC12CCC(CC2)N2C=1N(C(=C(C2=O)CC2=C(C=C(C=C2)C=2C(=CC=CC2)C#N)F)CCC)N=C(N1)C (4′-{[4-(1,4-dioxaspiro[4.5]dec-8-yl)-2-methyl-5-oxo-7-propyl-4,5-dihydro[1,2,4]triazolo[1,5-a]pyrimidin-6-yl]methyl}-3′-fluorobiphenyl-2-carbonitrile). The yield is 28.2%. Reaction SMILES: [C:1]([C:3]1[CH:8]=[CH:7][CH:6]=[CH:5][C:4]=1[C:9]1[CH:14]=[CH:13][C:12]([CH2:15][CH:16]([C:22](=O)[CH2:23][CH2:24][CH3:25])[C:17](OCC)=[O:18])=[C:11]([F:27])[CH:10]=1)#[N:2].[O:28]1[C:32]2([CH2:37][CH2:36][CH:35]([NH:38][C:39]3[NH:43][C:42]([CH3:44])=[N:41][N:40]=3)[CH2:34][CH2:33]2)[O:31][CH2:30][CH2:29]1>>[O:28]1[C:32]2([CH2:33][CH2:34][CH:35]([N:38]3[C:17](=[O:18])[C:16]([CH2:15][C:12]4[CH:13]=[CH:14][C:9]([C:4]5[C:3]([C:1]#[N:2])=[CH:8][CH:7]=[CH:6][CH:5]=5)=[CH:10][C:11]=4[F:27])=[C:22]([CH2:23][CH2:24][CH3:25])[N:40]4[N:41]=[C:42]([CH3:44])[N:43]=[C:39]34)[CH2:36][CH2:37]2)[O:31][CH2:30][CH2:29]1. Reported procedure: A mixture of ethyl 2-[(2′-cyano-3-fluorobiphenyl-4-yl)methyl]-3-oxohexanoate (1.5 g) and N-(1,4-dioxaspiro[4.5]dec-8-yl)-5-methyl-4H-1,2,4-triazol-3-amine (0.5 g) was stirred at 250° C. for 20 min under microwave irradiation. The obtained reaction mixture was purified by silica gel column chromatography to give the title compound as a colorless solid (0.32 g, 28%). Reactants: COC(=O)C(N)Cc1ccccc1, CC(=O)NC(Cc1ccccc1)C(=O)O, O. The product is COC(=O)C(N)Cc1ccccc1, CC(=O)NC(Cc1ccccc1)C(=O)O. Reaction SMILES: [CH3:16][O:17][C:18]([CH:19]([NH2:20])[CH2:21][c:22]1[cH:23][cH:24][cH:25][cH:26][cH:27]1)=[O:28].[CH3:1][C:2](=[O:3])[NH:4][CH:5]([CH2:6][c:7]1[cH:8][cH:9][cH:10][cH:11][cH:12]1)[C:13]([OH:14])=[O:15].[OH2:29]>>[CH3:16][O:17][C:18]([CH:19]([NH2:20])[CH2:21][c:22]1[cH:23][cH:24][cH:25][cH:26][cH:27]1)=[O:28].[CH3:1][C:2](=[O:3])[NH:4][CH:5]([CH2:6][c:7]1[cH:8][cH:9][cH:10][cH:11][cH:12]1)[C:13](=[O:14])[OH:15]. Reactants: OCCCC1=CC2=C(CCO2)C=C1O (2,3-dihydro-6-(3-hydroxypropyl)-5-benzofuranol), [H-].[Na+] (sodium hydride), [H-].[Na+] (Sodium hydride), [H][H] (hydrogen), C(C1=CC=CC=C1)Br (benzyl bromide). Run in CCCCCC (hexane), O1CCCC1 (tetrahydrofuran), petroleum ether, O1CCCC1 (tetrahydrofuran). Run at time 8 hour. The product is OCCCC1=CC2=C(CCO2)C=C1OCC1=CC=CC=C1 (2,3-dihydro-6-(3-hydroxypropyl)-5-benzyloxy benzofuran). RXN SMILES: [H-].[Na+].[OH:3][CH2:4][CH2:5][CH2:6][C:7]1[C:15]([OH:16])=[CH:14][C:10]2[CH2:11][CH2:12][O:13][C:9]=2[CH:8]=1.[H][H].[CH2:19](Br)[C:20]1[CH:25]=[CH:24][CH:23]=[CH:22][CH:21]=1>O1CCCC1.CCCCCC>[OH:3][CH2:4][CH2:5][CH2:6][C:7]1[C:15]([O:16][CH2:19][C:20]2[CH:25]=[CH:24][CH:23]=[CH:22][CH:21]=2)=[CH:14][C:10]2[CH2:11][CH2:12][O:13][C:9]=2[CH:8]=1 |f:0.1|. Procedure: Sodium hydride (60% dispersion in mineral oil, 0.678 g, 16.95 mmol) was washed with petroleum ether then suspended in dry tetrahydrofuran (15 mL) and cooled in an icebath. A solution of 6 (3.00 g, 15.4 mmol) in dry tetrahydrofuran (16 mL) was added dropwise to the sodium hydride suspension. When the hydrogen evolution had ceased, benzyl bromide (3.03 g, 17.7 mmol) was added dropwise and the mixture allowed to stir at room temperature overnight. The reaction was diluted with hexane (20 mL), filte... Reported procedure: Spiro[4H-3,1-benzoxazine-4,4′-piperidin]-2(1H)-one (A4) (410 mg, 1.88 mmol) was dissolved in anhydrous 1,2-dichloroethane (10 mL) and treated with tert-butyl 4-oxopiperidine-1-carboxylate (via) (562 mg, 2.82 mmol), glacial acetic acid (226 mg, 3.76 mmol) and sodium triacetoxyborohydride (797 mg, 3.76 mmol). The reaction was stirred under nitrogen at room temperature for 72 hours. The reaction was concentrated under reduced pressure and the residue partitioned between 1.0 N HCl (50 mL) and diethy... The solvent is ClCCCl (1,2-dichloroethane). Yields the product O=C1OC2(CCN(CC2)C2CCN(CC2)C(=O)OC(C)(C)C)C2=C(N1)C=CC=C2 (tert-butyl 4-(2-oxo-1,2-dihydrospiro[benzo[d][1,3]oxazine-4,4′-piperidine]-1′-yl)piperidine-1-carboxylate). Reaction conditions: time 72 hour. RXN SMILES: [NH:1]1[CH2:6][CH2:5][C:4]2([O:11][C:10](=[O:12])[NH:9][C:8]3[CH:13]=[CH:14][CH:15]=[CH:16][C:7]2=3)[CH2:3][CH2:2]1.O=[C:18]1[CH2:23][CH2:22][N:21]([C:24]([O:26][C:27]([CH3:30])([CH3:29])[CH3:28])=[O:25])[CH2:20][CH2:19]1.C(O)(=O)C.C(O[BH-](OC(=O)C)OC(=O)C)(=O)C.[Na+]>ClCCCl>[O:12]=[C:10]1[NH:9][C:8]2[CH:13]=[CH:14][CH:15]=[CH:16][C:7]=2[C:4]2([CH2:3][CH2:2][N:1]([CH:18]3[CH2:23][CH2:22][N:21]([C:24]([O:26][C:27]([CH3:30])([CH3:29])[CH3:28])=[O:25])[CH2:20][CH2:19]3)[CH2:6][CH2:5]2)[O:11]1 |f:3.4|. Reactants: O=C1CCN(CC1)C(=O)OC(C)(C)C (tert-butyl 4-oxopiperidine-1-carboxylate), C(C)(=O)O (acetic acid), C(C)(=O)O[BH-](OC(C)=O)OC(C)=O.[Na+] (sodium triacetoxyborohydride), N1CCC2(CC1)C1=C(NC(O2)=O)C=CC=C1 (spiro[benzo[d][1,3]oxazine-4,4′-piperidin]-2(1H)-one).